This data is from the Open Reaction Database (ORD), a public repository of structured organic reaction records. The task is: describe an organic reaction: reactants, conditions, products, and yield Starting materials: [Al+3], CC(C)=CCC1(C)CCC=C(C)C1=O, CCOCC, [H-], [H-], [H-], [H-], [Li+]. The product is CC(C)=CCC1(C)CCC=C(C)C1O. As a reaction SMILES: [Al+3:16].[CH3:1][C:2]1=[CH:7][CH2:6][CH2:5][C:4]([CH2:8][CH:9]=[C:10]([CH3:11])[CH3:12])([CH3:13])[C:3]1=[O:14].[CH3:21][CH2:22][O:23][CH2:24][CH3:25].[H-:15].[H-:18].[H-:19].[H-:20].[Li+:17]>>[CH3:1][C:2]1=[CH:7][CH2:6][CH2:5][C:4]([CH2:8][CH:9]=[C:10]([CH3:11])[CH3:12])([CH3:13])[CH:3]1[OH:14]. The reactants are CCN1c2ncc(C#Cc3ccccc3)cc2C(=O)N(C)c2c1ncc(C)c2C, O=[Pt]. Yields the product CCN1c2ncc(CCc3ccccc3)cc2C(=O)N(C)c2c1ncc(C)c2C. Reaction SMILES: [CH3:1][c:2]1[c:3]([CH3:29])[c:4]2[c:10]([n:11][cH:12]1)[N:9]([CH2:13][CH3:14])[c:8]1[c:7]([cH:18][c:17]([C:19]#[C:20][c:21]3[cH:22][cH:23][cH:24][cH:25][cH:26]3)[cH:16][n:15]1)[C:6](=[O:27])[N:5]2[CH3:28].[Pt:30]=[O:31]>>[CH3:1][c:2]1[c:3]([CH3:29])[c:4]2[c:10]([n:11][cH:12]1)[N:9]([CH2:13][CH3:14])[c:8]1[c:7]([cH:18][c:17]([CH2:19][CH2:20][c:21]3[cH:22][cH:23][cH:24][cH:25][cH:26]3)[cH:16][n:15]1)[C:6](=[O:27])[N:5]2[CH3:28]. Product: C(C1=CC=CC=C1)OC1=C(C=C(C=C1)C(=O)C=O)CO (4-Benzyloxy-3-hydroxymethylphenylglyoxal). The solvent is O (water), O1CCOCC1 (dioxan). Procedure details: 1-(4-Benzyloxy-3-hydroxymethylphenyl)ethanone (10.4 g) was added portionwise to a stirred solution of selenium dioxide (5.5 g) in water (0.9 ml) and dioxan (100 ml) at 60°. The mixture was stirred under reflux for 4 hours, filtered whilst hot and allowed to cool. The solid was collected and recrystallised from dioxan as a dimer, mp 180°-181° (7.7 g). (d6DMSO) 5.13 (1H, s), 4.94 (1H, s), 4.72 (2H, s), 3.42 (1H, d, J=10 Hz), 3.24 (1H, d, J=10 Hz), 2.72 (1H, m), 2.54 (5H, m), 2.04 (1H, m), 1.46 (1H... The reactants are C(C1=CC=CC=C1)OC1=C(C=C(C=C1)C(C)=O)CO (1-(4-Benzyloxy-3-hydroxymethylphenyl)ethanone), [Se](=O)=O (selenium dioxide). Reaction SMILES: [CH2:1]([O:8][C:9]1[CH:14]=[CH:13][C:12]([C:15](=[O:17])[CH3:16])=[CH:11][C:10]=1[CH2:18][OH:19])[C:2]1[CH:7]=[CH:6][CH:5]=[CH:4][CH:3]=1.[Se](=O)=[O:21]>O.O1CCOCC1>[CH2:1]([O:8][C:9]1[CH:14]=[CH:13][C:12]([C:15]([CH:16]=[O:21])=[O:17])=[CH:11][C:10]=1[CH2:18][OH:19])[C:2]1[CH:3]=[CH:4][CH:5]=[CH:6][CH:7]=1. The reactants are C(=O)=O (carbon dioxide), BrC=1C=CC2=C(/C(/C3=C(OC2)C=CC=C3)=C/CCN(C)C)C1 ((Z)-3-(9-bromo-6,11-dihydrodibenz[b,e]oxepin-11-ylidene)-N,N-dimethylpropylamine), O1CCCC1 (tetrahydrofuran), C(CCC)[Li] (n-butyl lithium). The solvent is CCCCCC (hexane). Yields the product CN(CC\C=C\1/C2=C(OCC3=C1C=C(C=C3)C(=O)O)C=CC=C2)C ((Z)-11-(3-(Dimethylamino)propylidene)-6,11-dihydrodibenz[b,e]oxepin-9-carboxylic acid). RXN SMILES: Br[C:2]1[CH:3]=[CH:4][C:5]2[CH2:11][O:10][C:9]3[CH:12]=[CH:13][CH:14]=[CH:15][C:8]=3/[C:7](=[CH:16]\[CH2:17][CH2:18][N:19]([CH3:21])[CH3:20])/[C:6]=2[CH:22]=1.O1CCCC1.C([Li])CCC.[C:33](=[O:35])=[O:34]>CCCCCC>[CH3:20][N:19]([CH3:21])[CH2:18][CH2:17]/[CH:16]=[C:7]1\[C:8]2[CH:15]=[CH:14][CH:13]=[CH:12][C:9]=2[O:10][CH2:11][C:5]2[CH:4]=[CH:3][C:2]([C:33]([OH:35])=[O:34])=[CH:22][C:6]\1=2. Procedure details: Pure (Z)-3-(9-bromo-6,11-dihydrodibenz[b,e]oxepin-11-ylidene)-N,N-dimethylpropylamine (0.78 g., 2.2 mmole), in cold (-70° C.) dry tetrahydrofuran (50 mL), was treated with 2.4 mmole n-butyl lithium in hexane followed by gaseous carbon dioxide by the procedure of Example I, Step c. This provided the desired carboxylic acid which was recrystallized from water to yield 0.15 g. pure Z-isomer, m.p. >205° C. (decomp.) with melting at 210° C. pmr (CDCl3 /D2O) δ: 7.84 (d, J=1.8 Hz, 1H, H10), 7.81 (dd, J... Reactants: NC=1NC2=C(N1)C=CC(=C2)C(=O)OC (methyl 2-aminobenzimidazole-5-carboxylate), Cl (hydrochloric acid). Yields the product Cl.NC=1NC2=C(N1)C=CC(=C2)C(=O)O (2-Aminobenzimidazole-5-carboxylic acid hydrochloride). As a reaction SMILES: [NH2:1][C:2]1[NH:3][C:4]2[CH:10]=[C:9]([C:11]([O:13]C)=[O:12])[CH:8]=[CH:7][C:5]=2[N:6]=1.[ClH:15]>>[ClH:15].[NH2:1][C:2]1[NH:3][C:4]2[CH:10]=[C:9]([C:11]([OH:13])=[O:12])[CH:8]=[CH:7][C:5]=2[N:6]=1 |f:2.3|. Reported procedure: 320 mg of methyl 2-aminobenzimidazole-5-carboxylate was stirred in 3 M of hydrochloric acid at 65° C. overnight, and the solvent was evaporated to obtain the title compound. Procedure: prepared by reaction of 3,4-dimethoxyphenylethylamine and 3,4-methylenedioxyphenylacetic acid. Yields the product COC=1C=C(C=CC1OC)CCNC(CC1=CC2=C(C=C1)OCO2)=O (N-[2-(3,4-Dimethoxy-phenyl)-ethyl]-3,4-methylenedioxyphenyl-acetamide). Reaction SMILES: [CH3:1][O:2][C:3]1[CH:4]=[C:5]([CH2:11][CH2:12][NH2:13])[CH:6]=[CH:7][C:8]=1[O:9][CH3:10].[CH2:14]1[O:22][C:21]2[CH:20]=[CH:19][C:18]([CH2:23][C:24](O)=[O:25])=[CH:17][C:16]=2[O:15]1>>[CH3:1][O:2][C:3]1[CH:4]=[C:5]([CH2:11][CH2:12][NH:13][C:24](=[O:25])[CH2:23][C:18]2[CH:19]=[CH:20][C:21]3[O:22][CH2:14][O:15][C:16]=3[CH:17]=2)[CH:6]=[CH:7][C:8]=1[O:9][CH3:10]. Reactants: COC=1C=C(C=CC1OC)CCN (3,4-dimethoxyphenylethylamine), C1OC=2C=C(C=CC2O1)CC(=O)O (3,4-methylenedioxyphenylacetic acid). Reactants: C(C)(C)(C)OC(=O)N1CCC(CC1)=CCNC(=O)C1=CC2=CN=C3C=CC=C(S1)N32 (N-[2-(1-(tert-butoxycarbonyl)piperidin-4-ylidene)ethyl]-5-thia-1,8b-diazaacenaphthylene-4-carboxamide), Cl (hydrochloric acid). The solvent is C(C)O (ethanol). Conditions: time 0.5 hour. The product is Cl.Cl.N1CCC(CC1)=CCNC(=O)C1=CC2=CN=C3C=CC=C(S1)N32 (N-[2-(piperidin-4-ylidene)ethyl]-5-thia-1,8b-diazaacenaphthylene-4-carboxamide dihydrochloride). As a reaction SMILES: C(OC([N:8]1[CH2:13][CH2:12][C:11](=[CH:14][CH2:15][NH:16][C:17]([C:19]2[S:29][C:28]3[N:30]4[C:21](=[CH:22][N:23]=[C:24]4[CH:25]=[CH:26][CH:27]=3)[CH:20]=2)=[O:18])[CH2:10][CH2:9]1)=O)(C)(C)C.[ClH:31]>C(O)C>[ClH:31].[ClH:31].[NH:8]1[CH2:13][CH2:12][C:11](=[CH:14][CH2:15][NH:16][C:17]([C:19]2[S:29][C:28]3[N:30]4[C:21](=[CH:22][N:23]=[C:24]4[CH:25]=[CH:26][CH:27]=3)[CH:20]=2)=[O:18])[CH2:10][CH2:9]1 |f:3.4.5|. Procedure: While 1.56 g (7.17 mM) of 5-thia-1,8b-diazaacenaphthylene-4-carboxylic acid and 0.83 g (7.17 mM) of N-hydroxysuccinimide were stirred together in 50 ml of acetonitrile, 1.51 g (7.89 mM) of 1-ethyl-3-(3-dimethylaminopropyl)carbodiimide hydrochloride was added and the mixture was stirred at room temperature for 2 hours. To this reaction mixture was added 1.50 ml (10.8 mM) of triethylamine as well as a solution of the above crude 2-[1-(tert-butoxycarbonyl)piperidin-4-ylidene]ethylamine in 20 ml of ...